This data is from the Open Reaction Database (ORD), a public repository of structured organic reaction records. The task is: describe an organic reaction: reactants, conditions, products, and yield Starting materials: ClC1=NC=CN=C1OC(COC1=C(C=CC=C1)OC)C (2-chloro-3-[2-(2-methoxyphenoxy)-1-methylethoxy]pyrazine), C(C)N1CCNCC1 (N-ethylpiperazine). Yields the product C(C)N1CCN(CC1)C=1C(=NC=CN1)OC(COC1=C(C=CC=C1)OC)C (2-(2-Methoxyphenoxy)-1-methylethyl 3-(4-ethyl-1-piperazinyl)-2-pyrazinyl ether). Reaction SMILES: Cl[C:2]1[C:7]([O:8][CH:9]([CH3:20])[CH2:10][O:11][C:12]2[CH:17]=[CH:16][CH:15]=[CH:14][C:13]=2[O:18][CH3:19])=[N:6][CH:5]=[CH:4][N:3]=1.[CH2:21]([N:23]1[CH2:28][CH2:27][NH:26][CH2:25][CH2:24]1)[CH3:22]>>[CH2:21]([N:23]1[CH2:28][CH2:27][N:26]([C:2]2[C:7]([O:8][CH:9]([CH3:20])[CH2:10][O:11][C:12]3[CH:17]=[CH:16][CH:15]=[CH:14][C:13]=3[O:18][CH3:19])=[N:6][CH:5]=[CH:4][N:3]=2)[CH2:25][CH2:24]1)[CH3:22]. Reported procedure: The title compound was prepared according to the procedure described in Example 4, Step 2, starting from 2-chloro-3-[2-(2-methoxyphenoxy)-1-methylethoxy]pyrazine* (150 mg, 0.51 mmol) and N-ethylpiperazine (222 mg, 1.94 mmol) with the exception that a final extraction step between EtOAc and 5% aqueous NaOH was carried out. This gave 127 mg (67%) of the title product. HRMS m/z calcd for C20H28N4O3 (M)+372 2161, found 372.2174. Anal. (C20H28N4O3) C, H, N Reactants: CN(C)NS(=O)(=O)c1ccccc1O, O=C=NS(=O)(=O)Cl. The product is CN(C)NS(=O)(=O)c1ccccc1OS(=O)(=O)N=C=O. As a reaction SMILES: [CH3:8][N:9]([CH3:10])[NH:11][S:12](=[O:13])(=[O:14])[c:15]1[c:16]([OH:21])[cH:17][cH:18][cH:19][cH:20]1.[Cl:1][S:2](=[O:3])(=[O:4])[N:5]=[C:6]=[O:7]>>[S:2](=[O:3])(=[O:4])([N:5]=[C:6]=[O:7])[O:21][c:16]1[c:15]([S:12]([NH:11][N:9]([CH3:8])[CH3:10])(=[O:13])=[O:14])[cH:20][cH:19][cH:18][cH:17]1. The reactants are C(N)(=O)C=1C=C2C(=CN=CC2=CC1)N1CC(CCC1)COCCNC(OC(C)(C)C)=O (Tert-butyl (2-{[1-(6-carbamoylisoquinolin-4-yl)piperidin-3-yl]methoxy}ethyl)carbamate), Cl.O1CCOCC1 (hydrochloric acid dioxane). Run in O1CCOCC1 (dioxane). Run at time 8 hour. Product: Cl.NCCOCC1CN(CCC1)C1=CN=CC2=CC=C(C=C12)C(=O)N (4-{3-[(2-Aminoethoxy)methyl]piperidin-1-yl}isoquinoline-6-carboxamide hydrochloride). The yield is 100.0%. As a reaction SMILES: [C:1]([C:4]1[CH:5]=[C:6]2[C:11](=[CH:12][CH:13]=1)[CH:10]=[N:9][CH:8]=[C:7]2[N:14]1[CH2:19][CH2:18][CH2:17][CH:16]([CH2:20][O:21][CH2:22][CH2:23][NH:24]C(=O)OC(C)(C)C)[CH2:15]1)(=[O:3])[NH2:2].[ClH:32].O1CCOCC1>O1CCOCC1>[ClH:32].[NH2:24][CH2:23][CH2:22][O:21][CH2:20][CH:16]1[CH2:17][CH2:18][CH2:19][N:14]([C:7]2[C:6]3[C:11](=[CH:12][CH:13]=[C:4]([C:1]([NH2:2])=[O:3])[CH:5]=3)[CH:10]=[N:9][CH:8]=2)[CH2:15]1 |f:1.2,4.5|. Procedure: Tert-butyl (2-{[1-(6-carbamoylisoquinolin-4-yl)piperidin-3-yl]methoxy}ethyl)carbamate (158 mg, 0.368 mmol) produced in Example 21 was dissolved in dioxane (5 mL), to which a 4M hydrochloric acid/dioxane solution (2 mL) was added, followed by stirring overnight at room temperature. Upon completion of the reaction, the solvent was distilled off under reduced pressure to give the desired title compound (148 mg, yield 100%). RXN SMILES: [Br:1][C:2]1[CH:8]=[CH:7][C:5]([NH2:6])=[CH:4][C:3]=1[F:9].Cl[C:11]([O:13][CH3:14])=[O:12]>>[CH3:14][O:13][C:11](=[O:12])[NH:6][C:5]1[CH:7]=[CH:8][C:2]([Br:1])=[C:3]([F:9])[CH:4]=1. Product: COC(NC1=CC(=C(C=C1)Br)F)=O ((4-Bromo-3-fluoro-phenyl)-carbamic acid methyl ester). Reported procedure: The title compound, m.p. 121-122° C., was prepared in accordance with the general method of example 81a) from 4-bromo-3-fluoroaniline and methyl chloroformate. Starting materials: BrC1=C(C=C(N)C=C1)F (4-bromo-3-fluoroaniline), ClC(=O)OC (methyl chloroformate).